From a dataset of the Open Reaction Database (ORD), a public repository of structured organic reaction records. describe an organic reaction: reactants, conditions, products, and yield Reaction SMILES: [CH3:56][c:57]1[cH:58][cH:59][cH:60][cH:61][cH:62]1.[ClH:53].[Na+:55].[O:17]=[C:18]([c:19]1[cH:20][c:21]2[cH:22][cH:23][o:24][c:25]2[cH:26][n:27]1)[CH2:28][C:29]([O:30][CH2:31][CH3:32])=[O:33].[O:1]=[C:2]([CH2:3][C:4]([O:5][CH3:6])=[O:7])[c:8]1[cH:9][c:10]2[c:11]([cH:12][n:13]1)[o:14][cH:15][cH:16]2.[O:34]=[C:35]([c:36]1[cH:37][c:38]2[cH:39][cH:40][o:41][c:42]2[cH:43][n:44]1)[CH2:45][C:46]([O:47][C:48]([CH3:49])([CH3:50])[CH3:51])=[O:52].[OH-:54]>>[O:1]=[C:2]([CH3:3])[c:8]1[cH:9][c:10]2[c:11]([cH:12][n:13]1)[o:14][cH:15][cH:16]2. Starting materials: Cc1ccccc1, Cl, [Na+], CCOC(=O)CC(=O)c1cc2ccoc2cn1, COC(=O)CC(=O)c1cc2ccoc2cn1, CC(C)(C)OC(=O)CC(=O)c1cc2ccoc2cn1, [OH-]. The product is CC(=O)c1cc2ccoc2cn1. RXN SMILES: [CH:1]1([C:6]([NH:8][C@H:9]([C:22]([NH:24][C@H:25]([C:29]([OH:31])=O)[CH2:26][CH2:27][CH3:28])=[O:23])[CH2:10][CH2:11][CH2:12][CH2:13][NH:14][C:15]([O:17][C:18]([CH3:21])([CH3:20])[CH3:19])=[O:16])=[O:7])[CH2:5][CH2:4][CH2:3][CH2:2]1.C(N1C=CN=C1)(N1C=CN=C1)=O.[SH:44][CH2:45][CH2:46][C:47]([NH:49][C:50]([CH3:55])([CH3:54])[C:51]([OH:53])=[O:52])=[O:48].C(N1CCOCC1)C>CN(C)C=O>[CH:1]1([C:6]([NH:8][C@H:9]([C:22]([NH:24][C@H:25]([C:29]([S:44][CH2:45][CH2:46][C:47]([NH:49][C:50]([CH3:55])([CH3:54])[C:51]([OH:53])=[O:52])=[O:48])=[O:31])[CH2:26][CH2:27][CH3:28])=[O:23])[CH2:10][CH2:11][CH2:12][CH2:13][NH:14][C:15]([O:17][C:18]([CH3:19])([CH3:20])[CH3:21])=[O:16])=[O:7])[CH2:2][CH2:3][CH2:4][CH2:5]1. The product is C1(CCCC1)C(=O)N[C@@H](CCCCNC(=O)OC(C)(C)C)C(=O)N[C@@H](CCC)C(=O)SCCC(=O)NC(C(=O)O)(C)C (([3-(Nα -cyclopentanecarbonyl-Nε -tert-butyloxycarbonyl-L-lysyl-norvalyl)thiopropanoyl]amino)-2-methylpropanoic acid). Procedure: A solution of 10 mmoles of Nα -(Nα -cyclopentanecarbonyl-Nε -tert-butyloxycarbonyl-L-lysyl-norvaline in redistilled dimethylformamide (DMF) is cooled in an ice-dry ice-acetone bath at -20° C. To this solution is added a cold solution of 10 mmoles of 1,1'-carbonyldiimidazole in DMF. The solution is stirred at -10° C. for two hours and then mixed with a cold solution of 10 mmoles of 2-[(3-mercaptopropanoyl)amino]-2-methylpropanoic acid (from Example 46) in DMF which is neutralized with N-ethyl mor... Solvent: CN(C=O)C (DMF), CN(C=O)C (DMF), CN(C=O)C (dimethylformamide). The reactants are C(=O)(N1C=NC=C1)N1C=NC=C1 (1,1'-carbonyldiimidazole), SCCC(=O)NC(C(=O)O)(C)C (2-[(3-Mercaptopropanoyl)amino]-2-methylpropanoic acid), C(C)N1CCOCC1 (N-ethyl morpholine), C1(CCCC1)C(=O)N[C@@H](CCCCNC(=O)OC(C)(C)C)C(=O)N[C@@H](CCC)C(=O)O (Nα -cyclopentanecarbonyl-Nε -tert-butyloxycarbonyl-L-lysyl-norvaline). Reaction conditions: temperature -10 celsius, time 2 hour. Reported procedure: Using the procedure of Example 3 (a) with 4-(4-cyanophenyl)-2-butanone in place of 4-(4-chlorophenyl)-2-butanone, distillation under reduced pressure gave 1-methyl-3-(4-cyanophenyl)propylamine (b.p. 106°-112°/0.2 mm). The product is CC(CCC1=CC=C(C=C1)C#N)N (1-methyl-3-(4-cyanophenyl)propylamine). Starting materials: CC(CCC1=CC=C(C=C1)Cl)N (1-methyl-3-(4-chlorophenyl) propylamine), C(#N)C1=CC=C(C=C1)CCC(C)=O (4-(4-cyanophenyl)-2-butanone). As a reaction SMILES: [CH3:1][CH:2]([NH2:12])[CH2:3][CH2:4][C:5]1[CH:10]=[CH:9][C:8](Cl)=[CH:7][CH:6]=1.[C:13](C1C=CC(CCC(=O)C)=CC=1)#[N:14]>>[CH3:1][CH:2]([NH2:12])[CH2:3][CH2:4][C:5]1[CH:10]=[CH:9][C:8]([C:13]#[N:14])=[CH:7][CH:6]=1. Starting materials: O=C(c1ccccc1)c1ccc(Br)cc1, CC(C)(C)P(C(C)(C)C)C(C)(C)C, C1CCCCC1, CC(C)NC(C)C, [Cu]I, C1CCOC1, C#Cc1ccccc1, c1ccccc1. Product: O=C(c1ccccc1)c1ccc(C#Cc2ccccc2)cc1. Reaction SMILES: [Br:27][c:28]1[cH:29][cH:30][c:31]([C:32](=[O:33])[c:34]2[cH:35][cH:36][cH:37][cH:38][cH:39]2)[cH:40][cH:41]1.[C:1]([P:2]([C:3]([CH3:4])([CH3:5])[CH3:6])[C:7]([CH3:8])([CH3:9])[CH3:10])([CH3:11])([CH3:12])[CH3:13].[CH2:14]1[CH2:15][CH2:16][CH2:17][CH2:18][CH2:19]1.[CH:20]([NH:21][CH:22]([CH3:23])[CH3:24])([CH3:25])[CH3:26].[Cu:61][I:62].[O:50]1[CH2:51][CH2:52][CH2:53][CH2:54]1.[c:42]1([C:48]#[CH:49])[cH:43][cH:44][cH:45][cH:46][cH:47]1.[cH:55]1[cH:56][cH:57][cH:58][cH:59][cH:60]1>>[c:28]1([C:49]#[C:48][c:42]2[cH:43][cH:44][cH:45][cH:46][cH:47]2)[cH:29][cH:30][c:31]([C:32](=[O:33])[c:34]2[cH:35][cH:36][cH:37][cH:38][cH:39]2)[cH:40][cH:41]1. The reactants are CC(C)(C)OC(=O)C(C)(C)Sc1nc(CCOc2ccc(C(=O)O)cc2)cs1, CCN=C=NCCCN(C)C, CN(C)c1ccncc1, ClCCl, Nc1ccccc1. Product: CC(C)(C)OC(=O)C(C)(C)Sc1nc(CCOc2ccc(C(=O)Nc3ccccc3)cc2)cs1. As a reaction SMILES: [C:1]([CH3:2])([CH3:3])([CH3:4])[O:5][C:6]([C:7]([CH3:8])([CH3:9])[S:10][c:11]1[s:12][cH:13][c:14]([CH2:16][CH2:17][O:18][c:19]2[cH:20][cH:21][c:22]([C:23](=[O:24])[OH:25])[cH:26][cH:27]2)[n:15]1)=[O:28].[CH3:36][N:37]([CH3:38])[CH2:39][CH2:40][CH2:41][N:42]=[C:43]=[N:44][CH2:45][CH3:46].[CH3:50][N:51]([CH3:52])[c:53]1[cH:54][cH:55][n:56][cH:57][cH:58]1.[Cl:47][CH2:48][Cl:49].[NH2:29][c:30]1[cH:31][cH:32][cH:33][cH:34][cH:35]1>>[C:1]([CH3:2])([CH3:3])([CH3:4])[O:5][C:6]([C:7]([CH3:8])([CH3:9])[S:10][c:11]1[s:12][cH:13][c:14]([CH2:16][CH2:17][O:18][c:19]2[cH:20][cH:21][c:22]([C:23](=[O:24])[NH:29][c:30]3[cH:31][cH:32][cH:33][cH:34][cH:35]3)[cH:26][cH:27]2)[n:15]1)=[O:28]. Reactants: [H-].[Al+3].[Li+].[H-].[H-].[H-] (lithium aluminum hydride), C(CC\C=C\CC=C)(=O)OCC (ethyl trans-4,7-octadienoate), orthoester, C=CC(CC=C)O (1,5-hexadien-3-ol). Yields the product C(CC\C=C\CC=C)O (trans-4,7-Octadienol). Isolated yield 92.0%. RXN SMILES: [H-].[Al+3].[Li+].[H-].[H-].[H-].[C:7](OCC)(=[O:15])[CH2:8][CH2:9]/[CH:10]=[CH:11]/[CH2:12][CH:13]=[CH2:14].C=CC(O)CC=C>>[CH2:7]([OH:15])[CH2:8][CH2:9]/[CH:10]=[CH:11]/[CH2:12][CH:13]=[CH2:14] |f:0.1.2.3.4.5|. Procedure details: trans-4,7-Octadienol (bp 100°-102° C./20 mm) was prepared in 92% yield by lithium aluminum hydride reduction of ethyl trans-4,7-octadienoate, which was prepared in 87% yield via the Claisen orthoester rearrangement of 1,5-hexadien-3-ol by the method of Johnson et al., J. Am. Chem. Soc., 92, 741 (1970).